From a dataset of the Open Reaction Database (ORD), a public repository of structured organic reaction records. describe an organic reaction: reactants, conditions, products, and yield Reaction conditions: temperature -20 celsius, time 1 hour. The reactants are C1(CCCC1)=O (cyclopentanone), C(CCC)[Mg]CCCC (dibutylmagnesium), BrC1=CC=C(C=C1)C1(CC1)C(=O)O (1-(4-bromophenyl)cyclopropanecarboxylic acid), C(CCC)[Li] (n-butyllithium). Solvent: C1CCOC1 (THF), CCCCCCC (heptane), O1CCCC1 (tetrahydrofuran). As a reaction SMILES: Br[C:2]1[CH:7]=[CH:6][C:5]([C:8]2([C:11]([OH:13])=[O:12])[CH2:10][CH2:9]2)=[CH:4][CH:3]=1.C([Mg]CCCC)CCC.C([Li])CCC.[C:28]1(=[O:33])[CH2:32][CH2:31][CH2:30][CH2:29]1>CCCCCCC.C1COCC1>[OH:33][C:28]1([C:2]2[CH:7]=[CH:6][C:5]([C:8]3([C:11]([OH:13])=[O:12])[CH2:10][CH2:9]3)=[CH:4][CH:3]=2)[CH2:32][CH2:31][CH2:30][CH2:29]1. Product: OC1(CCCC1)C1=CC=C(C=C1)C1(CC1)C(=O)O (1-[4-(1-hydroxycyclopentyl)phenyl]cyclopropanecarboxylic acid). Procedure details: A solution of 1-(4-bromophenyl)cyclopropanecarboxylic acid (600.0 mg, 0.002489 mol) in tetrahydrofuran (20 mL, 0.2 mol) was cooled below −20 Celsius under N2 atmosphere, and 1.0 M of dibutylmagnesium in heptane (1.3 mL) was slowly added to the solution while maintaining the temperature below −20 Celsius. Then n-butyllithium (2.5 M in hexane, 1.1 mL) was slowly added to the slurry while maintaining the temperature below −20 Celsius with effective stirring. After the mixture was stirred at −20 Cel...